Dataset: the Open Reaction Database (ORD), a public repository of structured organic reaction records. Task: describe an organic reaction: reactants, conditions, products, and yield Starting materials: CCCN(CC(C)Sc1ccc(OCC(=O)OCC)c(C)c1)S(=O)(=O)c1sc2cc(Cl)c(F)cc2c1C, CO, CCOC(C)=O, Cl, [Na+], [OH-], O. The product is CCCN(CC(C)Sc1ccc(OCC(=O)O)c(C)c1)S(=O)(=O)c1sc2cc(Cl)c(F)cc2c1C. RXN SMILES: [CH2:1]([CH3:2])[O:3][C:4]([CH2:5][O:6][c:7]1[c:8]([CH3:36])[cH:9][c:10]([S:13][CH:14]([CH2:15][N:16]([CH2:17][CH2:18][CH3:19])[S:20](=[O:21])(=[O:22])[c:23]2[c:24]([CH3:34])[c:25]3[c:26]([s:27]2)[cH:28][c:29]([Cl:33])[c:30]([F:32])[cH:31]3)[CH3:35])[cH:11][cH:12]1)=[O:37].[CH3:41][OH:42].[CH3:44][CH2:45][O:46][C:47](=[O:48])[CH3:49].[ClH:40].[Na+:39].[OH-:38].[OH2:43]>>[O:3]=[C:4]([CH2:5][O:6][c:7]1[c:8]([CH3:36])[cH:9][c:10]([S:13][CH:14]([CH2:15][N:16]([CH2:17][CH2:18][CH3:19])[S:20](=[O:21])(=[O:22])[c:23]2[c:24]([CH3:34])[c:25]3[c:26]([s:27]2)[cH:28][c:29]([Cl:33])[c:30]([F:32])[cH:31]3)[CH3:35])[cH:11][cH:12]1)[OH:37]. Starting materials: C1CCNC1, CCNC(=O)n1ccc2cc(Oc3ccnc(NC(=O)N4CCC(N5CCCC5)CC4)c3)ccc21, CN(C)C=O. The product is CCNC(=O)n1ccc2cc(Oc3ccnc(NC(=O)N4CCCC4)c3)ccc21. Reaction SMILES: [CH2:1]1[CH2:2][NH:3][CH2:4][CH2:5]1.[CH2:6]([CH3:7])[NH:8][C:9](=[O:10])[n:11]1[cH:12][cH:13][c:14]2[cH:15][c:16]([O:20][c:21]3[cH:22][c:23]([NH:27][C:28](=[O:29])[N:30]4[CH2:31][CH2:32][CH:33]([N:36]5[CH2:37][CH2:38][CH2:39][CH2:40]5)[CH2:34][CH2:35]4)[n:24][cH:25][cH:26]3)[cH:17][cH:18][c:19]12.[CH3:41][N:42]([CH3:43])[CH:44]=[O:45]>>[CH2:6]([CH3:7])[NH:8][C:9](=[O:10])[n:11]1[cH:12][cH:13][c:14]2[cH:15][c:16]([O:20][c:21]3[cH:22][c:23]([NH:27][C:28](=[O:29])[N:30]4[CH2:31][CH2:32][CH2:33][CH2:35]4)[n:24][cH:25][cH:26]3)[cH:17][cH:18][c:19]12. Reactants: CC(C)N1CCC(O)CC1, COCCN1CCCn2c(cc3cc(O)ccc32)C1=O, c1ccc(P(c2ccccc2)c2ccccc2)cc1. Product: COCCN1CCCn2c(cc3cc(OC4CCN(C(C)C)CC4)ccc32)C1=O. As a reaction SMILES: [CH:21]([CH3:22])([CH3:23])[N:24]1[CH2:25][CH2:26][CH:27]([OH:30])[CH2:28][CH2:29]1.[OH:1][c:2]1[cH:3][c:4]2[cH:5][c:6]3[n:7]([c:8]2[cH:9][cH:10]1)[CH2:11][CH2:12][CH2:13][N:14]([CH2:17][CH2:18][O:19][CH3:20])[C:15]3=[O:16].[c:31]1([P:32]([c:33]2[cH:34][cH:35][cH:36][cH:37][cH:38]2)[c:39]2[cH:40][cH:41][cH:42][cH:43][cH:44]2)[cH:45][cH:46][cH:47][cH:48][cH:49]1>>[O:1]([c:2]1[cH:3][c:4]2[cH:5][c:6]3[n:7]([c:8]2[cH:9][cH:10]1)[CH2:11][CH2:12][CH2:13][N:14]([CH2:17][CH2:18][O:19][CH3:20])[C:15]3=[O:16])[CH:27]1[CH2:26][CH2:25][N:24]([CH:21]([CH3:22])[CH3:23])[CH2:29][CH2:28]1. Starting materials: [Cl-].C(#N)C=1C=CC2=C(C=C(O2)C[P+](C2=CC=CC=C2)(C2=CC=CC=C2)C2=CC=CC=C2)C1 ((5-cyano-2-benzofuranyl)methyltriphenylphosphonium chloride), C(CC(O)(C(=O)O)CC(=O)O)(=O)O (citric acid), C(C)(C)(C)OC(=O)N1C[C@H](CC1)OC1=CC=C(C=C1)C(C(=O)OCC)=O (ethyl 2-[4-[((3S)-1-tert-butoxycarbonyl-3-pyrrolidinyl)oxy]phenyl]-2-oxoacetate), [H-].[Na+] (sodium hydride). The solvent is C(C)O (ethanol), O1CCCC1 (tetrahydrofuran), C1(=CC=CC=C1)C.C(C)(=O)OCC (toluene ethyl acetate). Product: C(C)(C)(C)OC(=O)N1C[C@H](CC1)OC1=CC=C(C=C1)C(C(=O)OCC)=CC=1OC2=C(C1)C=C(C=C2)C#N (ethyl 2-[4-[((3S)-1-tert-butoxycarbonyl-3-pyrrolidinyl)oxy]phenyl]-3-(5-cyano-2-benzofuranyl)acrylate). The yield is 71.8%. Reaction SMILES: [C:1]([O:5][C:6]([N:8]1[CH2:12][CH2:11][C@H:10]([O:13][C:14]2[CH:19]=[CH:18][C:17]([C:20](=O)[C:21]([O:23][CH2:24][CH3:25])=[O:22])=[CH:16][CH:15]=2)[CH2:9]1)=[O:7])([CH3:4])([CH3:3])[CH3:2].[Cl-].[C:28]([C:30]1[CH:31]=[CH:32][C:33]2[O:37][C:36]([CH2:38][P+](C3C=CC=CC=3)(C3C=CC=CC=3)C3C=CC=CC=3)=[CH:35][C:34]=2[CH:58]=1)#[N:29].[H-].[Na+].C(O)(=O)CC(CC(O)=O)(C(O)=O)O>O1CCCC1.C1(C)C=CC=CC=1.C(OCC)(=O)C.C(O)C>[C:1]([O:5][C:6]([N:8]1[CH2:12][CH2:11][C@H:10]([O:13][C:14]2[CH:15]=[CH:16][C:17]([C:20](=[CH:38][C:36]3[O:37][C:33]4[CH:32]=[CH:31][C:30]([C:28]#[N:29])=[CH:58][C:34]=4[CH:35]=3)[C:21]([O:23][CH2:24][CH3:25])=[O:22])=[CH:18][CH:19]=2)[CH2:9]1)=[O:7])([CH3:2])([CH3:4])[CH3:3] |f:1.2,3.4,7.8|. Reported procedure: 3.12 g of ethyl 2-[4-[((3S)-1-tert-butoxycarbonyl-3-pyrrolidinyl)oxy]phenyl]-2-oxoacetate was dissolved in 100 ml of tetrahydrofuran, followed by the addition of 4.65 g of (5-cyano-2-benzofuranyl)methyltriphenylphosphonium chloride. To the thus prepared solution was added 400 mg of 60% sodium hydride. With stirring, to the resulting mixture was added dropwise 3 ml of ethanol, followed by stirring at room temperature for 1 hour. The resulting reaction solution was neutralized with 10% citric acid... The reactants are C(C)(=O)NNC=1CN=C(C2=C(N1)SC(=C2)Cl)C2=C(C=CC=C2F)F (2-(2-acetylhydrazino)-7-chloro-5-(2,6-difluorophenyl)-3H-thieno[2,3-e]-1,4-diazepine), 0.1-N, Cl (hydrochloric acid). Run in C(Cl)Cl (methylene chloride). Reaction conditions: temperature 270 celsius. The product is ClC1=CC=2C(=NCC=3N(C2S1)C(=NN3)C)C3=C(C=CC=C3F)F (2-chloro-4-(2,6-difluorophenyl)-9-methyl-6H-thieno[3,2-f]-s-triazolo[4,3-a][1,4]diazepine). Reaction SMILES: [C:1]([NH:4][NH:5][C:6]1[CH2:7][N:8]=[C:9]([C:17]2[C:22]([F:23])=[CH:21][CH:20]=[CH:19][C:18]=2[F:24])[C:10]2[CH:15]=[C:14]([Cl:16])[S:13][C:11]=2[N:12]=1)(=O)[CH3:2].Cl>C(Cl)Cl>[Cl:16][C:14]1[S:13][C:11]2[N:12]3[C:1]([CH3:2])=[N:4][N:5]=[C:6]3[CH2:7][N:8]=[C:9]([C:17]3[C:22]([F:23])=[CH:21][CH:20]=[CH:19][C:18]=3[F:24])[C:10]=2[CH:15]=1. Procedure details: 0.35 g of 2-(2-acetylhydrazino)-7-chloro-5-(2,6-difluorophenyl)-3H-thieno[2,3-e]-1,4-diazepine are distributed on a metal plate in as thin as possible a layer and maintained at 270° C. for 1 minute in a sand bath. The melt is taken up in methylene chloride and shaken three times with 0.1-N hydrochloric acid in order to remove the starting material. The methylene chloride is distilled off and the product recrystallized from ethyl acetate containing active carbon. There is obtained 2-chloro-4-(2,6...